From a dataset of the Open Reaction Database (ORD), a public repository of structured organic reaction records. describe an organic reaction: reactants, conditions, products, and yield The reactants are C1(CCCCC1)P(C1=C(C=CC=C1)C1=C(C=C(C=C1C(C)C)C(C)C)C(C)C)C1CCCCC1 (dicyclohexyl(2′,4′,6′-triisopropylbiphenyl-2-yl)phosphine), CC(C)([O-])C.[Na+] (sodium tert-butoxide), O1CCN(CC1)C1=NC=C(C=C1N)N1CCOCC1 (2,5-dimorpholinopyridin-3-amine), ClC1=C(C(=NC2=C(C(=CC(=C12)F)F)Cl)C1=NC=CC=C1)C (4,8-dichloro-5,7-difluoro-3-methyl-2-(pyridin-2-yl)quinoline). The reagents and catalysts are C=1C=CC(=CC1)/C=C/C(=O)/C=C/C2=CC=CC=C2.C=1C=CC(=CC1)/C=C/C(=O)/C=C/C2=CC=CC=C2.C=1C=CC(=CC1)/C=C/C(=O)/C=C/C2=CC=CC=C2.[Pd].[Pd] (Pd2dba3). Solvent: C1(=CC=CC=C1)C (toluene). Product: ClC=1C(=CC(=C2C(=C(C(=NC12)C1=NC=CC=C1)C)NC=1C(=NC=C(C1)N1CCOCC1)N1CCOCC1)F)F (8-chloro-N-(2,5-dimorpholinopyridin-3-yl)-5,7-difluoro-3-methyl-2-(pyridin-2-yl)quinolin-4-amine). As a reaction SMILES: C1(P(C2CCCCC2)C2C=CC=CC=2C2C(C(C)C)=CC(C(C)C)=CC=2C(C)C)CCCCC1.[O:35]1[CH2:40][CH2:39][N:38]([C:41]2[C:46]([NH2:47])=[CH:45][C:44]([N:48]3[CH2:53][CH2:52][O:51][CH2:50][CH2:49]3)=[CH:43][N:42]=2)[CH2:37][CH2:36]1.Cl[C:55]1[C:64]2[C:59](=[C:60]([Cl:67])[C:61]([F:66])=[CH:62][C:63]=2[F:65])[N:58]=[C:57]([C:68]2[CH:73]=[CH:72][CH:71]=[CH:70][N:69]=2)[C:56]=1[CH3:74].CC(C)([O-])C.[Na+]>C1(C)C=CC=CC=1.C1C=CC(/C=C/C(/C=C/C2C=CC=CC=2)=O)=CC=1.C1C=CC(/C=C/C(/C=C/C2C=CC=CC=2)=O)=CC=1.C1C=CC(/C=C/C(/C=C/C2C=CC=CC=2)=O)=CC=1.[Pd].[Pd]>[Cl:67][C:60]1[C:61]([F:66])=[CH:62][C:63]([F:65])=[C:64]2[C:59]=1[N:58]=[C:57]([C:68]1[CH:73]=[CH:72][CH:71]=[CH:70][N:69]=1)[C:56]([CH3:74])=[C:55]2[NH:47][C:46]1[C:41]([N:38]2[CH2:39][CH2:40][O:35][CH2:36][CH2:37]2)=[N:42][CH:43]=[C:44]([N:48]2[CH2:49][CH2:50][O:51][CH2:52][CH2:53]2)[CH:45]=1 |f:3.4,6.7.8.9.10|. Procedure: The Buchwald coupled product was prepared according to Procedure H using dicyclohexyl(2′,4′,6′-triisopropylbiphenyl-2-yl)phosphine (0.023 g, 0.049 mmol), 2,5-dimorpholinopyridin-3-amine (0.098 g, 0.37 mmol), 4,8-dichloro-5,7-difluoro-3-methyl-2-(pyridin-2-yl)quinoline (0.1 g, 0.31 mmol), Pd2dba3 (0.011 g, 0.012 mmol) and sodium tert-butoxide (0.074 g, 0.77 mmol) in toluene (3.1 mL) at 120° C. for 3 h. The crude product was purified by column chromatography on basic alumina (0 to 50% hexanes/EtOA... Starting materials: CCO, CO, Cl, Cl, [H][H], O, c1ccc(CN2CCC(N3CCOCC3)CC2)cc1. The product is Cl, C1CC(N2CCOCC2)CCN1. Reaction SMILES: [CH3:24][CH2:25][OH:26].[CH3:27][OH:28].[ClH:1].[ClH:2].[H:22][H:23].[OH2:29].[c:3]1([CH2:4][N:10]2[CH2:11][CH2:12][CH:13]([N:16]3[CH2:17][CH2:18][O:19][CH2:20][CH2:21]3)[CH2:14][CH2:15]2)[cH:5][cH:6][cH:7][cH:8][cH:9]1>>[ClH:1].[NH:10]1[CH2:11][CH2:12][CH:13]([N:16]2[CH2:17][CH2:18][O:19][CH2:20][CH2:21]2)[CH2:14][CH2:15]1.